From a dataset of the Open Reaction Database (ORD), a public repository of structured organic reaction records. describe an organic reaction: reactants, conditions, products, and yield Yields the product C(C)(C)(C)OC(=O)NC[C@@H]1CC[C@H](CC1)C(=O)NCC(=O)C1=CC(=C(C=C1)OCC(=O)OC)OCC(=O)OC (dimethyl [[4-[[[trans-4-(t-butyloxycarbonylaminomethyl)cyclohexyl]carbonylamino]acetyl]-o-phenylene]dioxy]diacetate). Reported procedure: To the solution of 877 mg (3.41 mmol) of the compound prepared in (a) (3.41 mmole) in the mixture of 6.8 ml of dimethylformamide and 1.4 ml of pyridine were added 874 mg of N,N'-disuccinimidyl carbonate and a catalytic amount of 4-dimethylaminopyridine, and the resulting mixture was stirred at room temperature for 3 hours, whereafter 1.45 g of the compound prepared in (b) and 0.59 ml of N,N-diisopropylethylamine were added. The mixture was further stirred at room temperature overnight. After the... Run at time 8 hour. Reactants: compound, FC(C(=O)O)(F)F.NCC(=O)C1=CC(=C(C=C1)OCC(=O)OC)OCC(=O)OC (Dimethyl [[4-(aminoacetyl)-o-phenylene]dioxy]diacetate trifluoroacetate), C(C)(C)N(C(C)C)CC (N,N-diisopropylethylamine), compound, C(C)(C)(C)OC(=O)NC[C@@H]1CC[C@H](CC1)C(=O)O (Trans-4-(t-butyloxycarbonylaminomethyl)cyclohexanecarboxylic acid), C1CC(=O)N(C1=O)OC(=O)ON2C(=O)CCC2=O (N,N'-disuccinimidyl carbonate). Reaction SMILES: [C:1]([O:5][C:6]([NH:8][CH2:9][C@H:10]1[CH2:15][CH2:14][C@H:13]([C:16]([OH:18])=O)[CH2:12][CH2:11]1)=[O:7])([CH3:4])([CH3:3])[CH3:2].C1C(=O)N(OC(ON2C(=O)CCC2=O)=O)C(=O)C1.FC(F)(F)C(O)=O.[NH2:44][CH2:45][C:46]([C:48]1[CH:53]=[CH:52][C:51]([O:54][CH2:55][C:56]([O:58][CH3:59])=[O:57])=[C:50]([O:60][CH2:61][C:62]([O:64][CH3:65])=[O:63])[CH:49]=1)=[O:47].C(N(CC)C(C)C)(C)C>CN(C)C1C=CN=CC=1.N1C=CC=CC=1.CN(C)C=O>[C:1]([O:5][C:6]([NH:8][CH2:9][C@H:10]1[CH2:11][CH2:12][C@H:13]([C:16]([NH:44][CH2:45][C:46]([C:48]2[CH:53]=[CH:52][C:51]([O:54][CH2:55][C:56]([O:58][CH3:59])=[O:57])=[C:50]([O:60][CH2:61][C:62]([O:64][CH3:65])=[O:63])[CH:49]=2)=[O:47])=[O:18])[CH2:14][CH2:15]1)=[O:7])([CH3:2])([CH3:3])[CH3:4] |f:2.3|. Reagents/catalysts: CN(C1=CC=NC=C1)C (4-dimethylaminopyridine). The solvent is N1=CC=CC=C1 (pyridine), CN(C=O)C (dimethylformamide). Reactants: COC(C1=CC(=C(C=C1)NC(=O)N(C1CCCCC1)C=1N(N=C2C=CC=CC12)C1=CC=C(C=C1)Cl)Cl)=O (3-chloro-4-{3-[2-(4-chloro-phenyl)-2H-indazol-3-yl]-3-cyclohexyl-ureido}-benzoic acid methyl ester), [OH-].[Li+] (lithium hydroxide). Solvent: C(C)(C)OC(=O)C.[Cl-].[Na+].O (iPrOAc brine). Product: ClC=1C=C(C(=O)O)C=CC1NC(=O)N(C1CCCCC1)C=1N(N=C2C=CC=CC12)C1=CC=C(C=C1)Cl (3-Chloro-4-{3-[2-(4-chloro-phenyl)-2H-indazol-3-yl]-3-cyclohexyl-ureido}-benzoic acid). RXN SMILES: C[O:2][C:3](=[O:37])[C:4]1[CH:9]=[CH:8][C:7]([NH:10][C:11]([N:13]([C:20]2[N:21]([C:29]3[CH:34]=[CH:33][C:32]([Cl:35])=[CH:31][CH:30]=3)[N:22]=[C:23]3[C:28]=2[CH:27]=[CH:26][CH:25]=[CH:24]3)[CH:14]2[CH2:19][CH2:18][CH2:17][CH2:16][CH2:15]2)=[O:12])=[C:6]([Cl:36])[CH:5]=1.[OH-].[Li+]>C(OC(C)=O)(C)C.[Cl-].[Na+].O>[Cl:36][C:6]1[CH:5]=[C:4]([CH:9]=[CH:8][C:7]=1[NH:10][C:11]([N:13]([C:20]1[N:21]([C:29]2[CH:30]=[CH:31][C:32]([Cl:35])=[CH:33][CH:34]=2)[N:22]=[C:23]2[C:28]=1[CH:27]=[CH:26][CH:25]=[CH:24]2)[CH:14]1[CH2:15][CH2:16][CH2:17][CH2:18][CH2:19]1)=[O:12])[C:3]([OH:37])=[O:2] |f:1.2,3.4.5.6|. Procedure details: In analogy to the procedure described in example 2.2, 3-chloro-4-{3-[2-(4-chloro-phenyl)-2H-indazol-3-yl]-3-cyclohexyl-ureido}-benzoic acid methyl ester was treated with 1 N aqueous lithium hydroxide solution in THF/MeOH 1/1 for 14 h at ambient temperature to give the title compound as yellow solid. MS: m/e=521.0 [M−H−]. The reactants are C(O)([O-])=O.[Na+] (sodium hydrogen carbonate), CN1C(=NC=C1)C=O (1-methyl-2-imidazole carboxaldehyde), C(#N)[BH3-].[Na+] (sodium cyanoborohydride), C(CC)N(CCCCN1C(C2=CC(=CC=C2C1)CNCC=1NC=CN1)=O)CCC (2-(4-dipropylamino-butyl)-6-{[(1H-imidazol-2-ylmethyl)-amino]-methyl}-2,3-dihydro-isoindol-1-one). The solvent is CO (methanol), C(C)(=O)O (acetic acid). Conditions: time 2.5 hour. Product: C(CC)N(CCCCN1C(C2=CC(=CC=C2C1)CN(CC=1N(C=CN1)C)CC=1NC=CN1)=O)CCC (2-(4-dipropylamino-butyl)-6-{[(1H-imidazol-2-ylmethyl)-(1-methyl-1H-imidazol-2-ylmethyl)-amino]-methyl)-2,3-dihydro-isoindol-1-one). The yield is 88.4%. RXN SMILES: [CH2:1]([N:4]([CH2:27][CH2:28][CH3:29])[CH2:5][CH2:6][CH2:7][CH2:8][N:9]1[CH2:17][C:16]2[C:11](=[CH:12][C:13]([CH2:18][NH:19][CH2:20][C:21]3[NH:22][CH:23]=[CH:24][N:25]=3)=[CH:14][CH:15]=2)[C:10]1=[O:26])[CH2:2][CH3:3].[CH3:30][N:31]1[CH:35]=[CH:34][N:33]=[C:32]1[CH:36]=O.C([BH3-])#N.[Na+].C(=O)([O-])O.[Na+]>CO.C(O)(=O)C>[CH2:27]([N:4]([CH2:1][CH2:2][CH3:3])[CH2:5][CH2:6][CH2:7][CH2:8][N:9]1[CH2:17][C:16]2[C:11](=[CH:12][C:13]([CH2:18][N:19]([CH2:20][C:21]3[NH:22][CH:23]=[CH:24][N:25]=3)[CH2:36][C:32]3[N:31]([CH3:30])[CH:35]=[CH:34][N:33]=3)=[CH:14][CH:15]=2)[C:10]1=[O:26])[CH2:28][CH3:29] |f:2.3,4.5|. Procedure details: The compound (15.1 mg) obtained in Example 8-1 was dissolved in methanol (1.5 ml). The solution was added with 1-methyl-2-imidazole carboxaldehyde (5.0 mg) and sodium cyanoborohydride (4.8 mg). The solution was adjusted to pH 4 by addition of acetic acid, followed by stirring at room temperature for 2.5 hours. Then, the solution was added with a saturated aqueous sodium hydrogen carbonate solution to stop the reaction and then subjected to extraction with chloroform. After that, the organic laye... Reactants: CC(C)(CF)C(=O)CBr, O=C([O-])[O-], CC(C)=O, [K+], [K+], Oc1ccc(Cl)cc1Cl. The product is CC(C)(CF)C(=O)COc1ccc(Cl)cc1Cl. RXN SMILES: [Br:1][CH2:2][C:3]([C:4]([CH2:5][F:6])([CH3:7])[CH3:8])=[O:9].[C:19](=[O:20])([O-:21])[O-:22].[CH3:25][C:26](=[O:27])[CH3:28].[K+:23].[K+:24].[OH:10][c:11]1[cH:12][cH:13][c:14]([Cl:15])[cH:16][c:17]1[Cl:18]>>[CH2:2]([C:3]([C:4]([CH2:5][F:6])([CH3:7])[CH3:8])=[O:9])[O:10][c:11]1[cH:12][cH:13][c:14]([Cl:15])[cH:16][c:17]1[Cl:18]. Reactants: [H-].[Na+] (sodium hydride), ice water, ClC1=NC=C(N=C1N1CCOCC1)C (2-chloro-3-morpholinyl-5-methyl-pyrazine), C1(=CC=CC=C1)C1OC(CN1C(C)C)CO (2-phenyl-3-isopropyl-5-hydroxymethyloxazolidine). Run in paraffin, CN(P(N(C)C)(N(C)C)=O)C (hexamethylphosphoric acid triamide). The product is C(C)(C)NCC(COC1=NC=C(N=C1N1CCOCC1)C)O (2-(3'-Isopropylamino-2'-hydroxy-propoxy)-3-morpholinyl-5-methyl-pyrazine). Reaction SMILES: Cl[C:2]1[C:7]([N:8]2[CH2:13][CH2:12][O:11][CH2:10][CH2:9]2)=[N:6][C:5]([CH3:14])=[CH:4][N:3]=1.C1(C2[N:25]([CH:26]([CH3:28])[CH3:27])[CH2:24][CH:23]([CH2:29][OH:30])[O:22]2)C=CC=CC=1.[H-].[Na+]>CN(C)P(=O)(N(C)C)N(C)C>[CH:26]([NH:25][CH2:24][CH:23]([OH:22])[CH2:29][O:30][C:2]1[C:7]([N:8]2[CH2:13][CH2:12][O:11][CH2:10][CH2:9]2)=[N:6][C:5]([CH3:14])=[CH:4][N:3]=1)([CH3:28])[CH3:27] |f:2.3|. Reported procedure: 10.7 g of 2-chloro-3-morpholinyl-5-methyl-pyrazine and 16.6 g of 2-phenyl-3-isopropyl-5-hydroxymethyloxazolidine are dissolved in 130 ml of hexamethylphosphoric acid triamide. 3.6 g of a 50% strength suspension of sodium hydride in paraffin oil are introduced into this solution over the course of 30 minutes at 0°-5° C., whilst stirring. The mixture is then stirred for 1 hour at 0°-5° C. and 24 hours at room temperature. The reaction mixture is then poured onto 500 ml of ice water and extracted b... Reactants: NC(=O)c1cc(Br)cc2c(C3CCN(S(=O)(=O)CCCN4CCCC4)CC3)n[nH]c12, O=C([O-])[O-], CS(=O)(=O)Nc1cccc(B(O)O)c1, [K+], [K+], C1COCCO1, O, c1ccc(P(c2ccccc2)(c2ccccc2)[Pd](P(c2ccccc2)(c2ccccc2)c2ccccc2)(P(c2ccccc2)(c2ccccc2)c2ccccc2)P(c2ccccc2)(c2ccccc2)c2ccccc2)cc1. The product is CS(=O)(=O)Nc1cccc(-c2cc(C(N)=O)c3[nH]nc(C4CCN(S(=O)(=O)CCCN5CCCC5)CC4)c3c2)c1. RXN SMILES: [Br:1][c:2]1[cH:3][c:4]2[c:5]([CH:14]3[CH2:15][CH2:16][N:17]([S:20](=[O:21])(=[O:22])[CH2:23][CH2:24][CH2:25][N:26]4[CH2:27][CH2:28][CH2:29][CH2:30]4)[CH2:18][CH2:19]3)[n:6][nH:7][c:8]2[c:9]([C:11](=[O:12])[NH2:13])[cH:10]1.[C:45](=[O:46])([O-:47])[O-:48].[CH3:31][S:32](=[O:33])(=[O:34])[NH:35][c:36]1[cH:37][c:38]([B:42]([OH:43])[OH:44])[cH:39][cH:40][cH:41]1.[K+:49].[K+:50].[O:52]1[CH2:53][CH2:54][O:55][CH2:56][CH2:57]1.[OH2:51].[cH:58]1[cH:59][cH:60][c:61]([P:62]([Pd:63]([P:64]([c:65]2[cH:66][cH:67][cH:68][cH:69][cH:70]2)([c:71]2[cH:72][cH:73][cH:74][cH:75][cH:76]2)[c:77]2[cH:78][cH:79][cH:80][cH:81][cH:82]2)([P:83]([c:84]2[cH:85][cH:86][cH:87][cH:88][cH:89]2)([c:90]2[cH:91][cH:92][cH:93][cH:94][cH:95]2)[c:96]2[cH:97][cH:98][cH:99][cH:100][cH:101]2)[P:102]([c:103]2[cH:104][cH:105][cH:106][cH:107][cH:108]2)([c:109]2[cH:110][cH:111][cH:112][cH:113][cH:114]2)[c:115]2[cH:116][cH:117][cH:118][cH:119][cH:120]2)([c:121]2[cH:122][cH:123][cH:124][cH:125][cH:126]2)[c:127]2[cH:128][cH:129][cH:130][cH:131][cH:132]2)[cH:133][cH:134]1>>[c:2]1(-[c:38]2[cH:37][c:36]([NH:35][S:32]([CH3:31])(=[O:33])=[O:34])[cH:41][cH:40][cH:39]2)[cH:3][c:4]2[c:5]([CH:14]3[CH2:15][CH2:16][N:17]([S:20](=[O:21])(=[O:22])[CH2:23][CH2:24][CH2:25][N:26]4[CH2:27][CH2:28][CH2:29][CH2:30]4)[CH2:18][CH2:19]3)[n:6][nH:7][c:8]2[c:9]([C:11](=[O:12])[NH2:13])[cH:10]1. The reactants are COc1ccc2c(=O)n(CCCN3C(=O)c4ccccc4C3=O)c(C)c(-c3ccccc3)c2c1, CO, Cl, NN. The product is COc1ccc2c(=O)n(CCC[NH3+])c(C)c(-c3ccccc3)c2c1, [Cl-]. As a reaction SMILES: [CH3:1][O:2][c:3]1[cH:4][c:5]2[c:6](-[c:29]3[cH:30][cH:31][cH:32][cH:33][cH:34]3)[c:7]([CH3:28])[n:8]([CH2:14][CH2:15][CH2:16][N:17]3[C:18](=[O:19])[c:20]4[c:21]([cH:22][cH:23][cH:24][cH:25]4)[C:26]3=[O:27])[c:9](=[O:13])[c:10]2[cH:11][cH:12]1.[CH3:38][OH:39].[ClH:37].[NH2:35][NH2:36]>>[CH3:1][O:2][c:3]1[cH:4][c:5]2[c:6](-[c:29]3[cH:30][cH:31][cH:32][cH:33][cH:34]3)[c:7]([CH3:28])[n:8]([CH2:14][CH2:15][CH2:16][NH3+:17])[c:9](=[O:13])[c:10]2[cH:11][cH:12]1.[Cl-:37]. Starting materials: CN(C)C=O, CC(=O)O, ClCc1ccc(Cl)c(Cl)c1, [H-], NC(=O)c1nn[nH]c1N, [Na+], O. The product is NC(=O)c1nnn(Cc2ccc(Cl)c(Cl)c2)c1N. Reaction SMILES: [CH3:23][N:24]([CH3:25])[CH:26]=[O:27].[CH3:28][C:29](=[O:30])[OH:31].[Cl:12][c:13]1[cH:14][c:15]([CH2:16][Cl:17])[cH:18][cH:19][c:20]1[Cl:21].[H-:10].[NH2:1][c:2]1[c:3]([C:7](=[O:8])[NH2:9])[n:4][n:5][nH:6]1.[Na+:11].[OH2:22]>>[NH2:1][c:2]1[c:3]([C:7](=[O:8])[NH2:9])[n:4][n:5][n:6]1[CH2:16][c:15]1[cH:14][c:13]([Cl:12])[c:20]([Cl:21])[cH:19][cH:18]1. Reactants: CC(=O)OCc1c(-c2cc(Br)c(=O)n(C)n2)cccc1-n1ncc2cc(C(C)(C)C)cc(F)c2c1=O, O=C([O-])[O-], CN1CC2CC1CN2c1ccc(N)nn1, O=C(C=Cc1ccccc1)C=Cc1ccccc1, O=C(C=Cc1ccccc1)C=Cc1ccccc1, O=C(C=Cc1ccccc1)C=Cc1ccccc1, [Cs+], [Cs+], [Pd], [Pd]. The product is CC(=O)OCc1c(-c2cc(Nc3ccc(N4CC5CC4CN5C)nn3)c(=O)n(C)n2)cccc1-n1ncc2cc(C(C)(C)C)cc(F)c2c1=O. RXN SMILES: [Br:16][c:17]1[cH:18][c:19](-[c:25]2[c:26]([CH2:27][O:28][C:29]([CH3:30])=[O:31])[c:32](-[n:36]3[c:37](=[O:51])[c:38]4[c:39]([F:50])[cH:40][c:41]([C:46]([CH3:47])([CH3:48])[CH3:49])[cH:42][c:43]4[cH:44][n:45]3)[cH:33][cH:34][cH:35]2)[n:20][n:21]([CH3:24])[c:22]1=[O:23].[C:52](=[O:53])([O-:54])[O-:55].[CH3:1][N:2]1[CH:3]2[CH2:4][N:5]([c:9]3[cH:10][cH:11][c:12]([NH2:15])[n:13][n:14]3)[CH:6]([CH2:7]1)[CH2:8]2.[CH:60](=[CH:61][C:62]([CH:63]=[CH:64][c:65]1[cH:66][cH:67][cH:68][cH:69][cH:70]1)=[O:71])[c:72]1[cH:73][cH:74][cH:75][cH:76][cH:77]1.[CH:78](=[CH:79][C:80]([CH:81]=[CH:82][c:83]1[cH:84][cH:85][cH:86][cH:87][cH:88]1)=[O:89])[c:90]1[cH:91][cH:92][cH:93][cH:94][cH:95]1.[CH:96](=[CH:97][C:98]([CH:99]=[CH:100][c:101]1[cH:102][cH:103][cH:104][cH:105][cH:106]1)=[O:107])[c:108]1[cH:109][cH:110][cH:111][cH:112][cH:113]1.[Cs+:56].[Cs+:57].[Pd:58].[Pd:59]>>[CH3:1][N:2]1[CH:3]2[CH2:4][N:5]([c:9]3[cH:10][cH:11][c:12]([NH:15][c:17]4[cH:18][c:19](-[c:25]5[c:26]([CH2:27][O:28][C:29]([CH3:30])=[O:31])[c:32](-[n:36]6[c:37](=[O:51])[c:38]7[c:39]([F:50])[cH:40][c:41]([C:46]([CH3:47])([CH3:48])[CH3:49])[cH:42][c:43]7[cH:44][n:45]6)[cH:33][cH:34][cH:35]5)[n:20][n:21]([CH3:24])[c:22]4=[O:23])[n:13][n:14]3)[CH:6]([CH2:7]1)[CH2:8]2.